Dataset: the Open Reaction Database (ORD), a public repository of structured organic reaction records. Task: describe an organic reaction: reactants, conditions, products, and yield The reactants are Cl.C(C)OC=1C=C(C=CC1OC)[C@H]1CSCC[C@H]1N[C@H](C)C1=CC=C(C=C1)OC ((3R,4R)-3-(3-Ethoxy-4-methoxy-phenyl)-N-[(1R)-1-(4-methoxy-phenyl)-ethyl]-tetrahydro-2H-thiopyran-4-amine hydrochloride), FC(C(=O)O)(F)F (trifluoroacetic acid). Run in CC(C)O (2-propanol), solution, Cl (hydrogen chloride), CC(C)O (2-propanol). Product: Cl.C(C)OC=1C=C(C=CC1OC)[C@H]1CSCC[C@H]1N ((3R,4R)-3-(3-Ethoxy-4-methoxy-phenyl)-tetrahydro-2H-thiopyran-4-amine hydrochloride). RXN SMILES: [ClH:1].[CH2:2]([O:4][C:5]1[CH:6]=[C:7]([C@@H:13]2[C@H:18]([NH:19][C@@H](C3C=CC(OC)=CC=3)C)[CH2:17][CH2:16][S:15][CH2:14]2)[CH:8]=[CH:9][C:10]=1[O:11][CH3:12])[CH3:3].FC(F)(F)C(O)=O>CC(O)C.Cl>[ClH:1].[CH2:2]([O:4][C:5]1[CH:6]=[C:7]([C@@H:13]2[C@H:18]([NH2:19])[CH2:17][CH2:16][S:15][CH2:14]2)[CH:8]=[CH:9][C:10]=1[O:11][CH3:12])[CH3:3] |f:0.1,5.6|. Procedure: A mixture of (3R,4R)-3-(3-Ethoxy-4-methoxy-phenyl)-N-[(1R)-1-(4-methoxy-phenyl)-ethyl]-tetrahydro-2H-thiopyran-4-amine hydrochloride (1.0 g; compound C14) and trifluoroacetic acid (2 ml) is stirred at reflux temperature for 30 min yielding a dark red solution. Cooled to RT the solution is evaporated, the dark viscous residue is dissolved in a mixture of diethylether (5 ml) and water (5 ml) and the pH of the solution is increased up to 10 by adding some drops of a 40% aqueous solution of sodium h... Reactants: BrCc1ccccc1, CCO, [K+], [OH-], OCCN(CCO)c1ccc(O)cc1F. The product is OCCN(CCO)c1ccc(OCc2ccccc2)cc1F. RXN SMILES: [CH2:18]([c:19]1[cH:20][cH:21][cH:22][cH:23][cH:24]1)[Br:25].[CH3:26][CH2:27][OH:28].[K+:17].[OH-:16].[OH:1][CH2:2][CH2:3][N:4]([c:5]1[c:6]([F:12])[cH:7][c:8]([OH:11])[cH:9][cH:10]1)[CH2:13][CH2:14][OH:15]>>[OH:1][CH2:2][CH2:3][N:4]([c:5]1[c:6]([F:12])[cH:7][c:8]([O:11][CH2:18][c:19]2[cH:20][cH:21][cH:22][cH:23][cH:24]2)[cH:9][cH:10]1)[CH2:13][CH2:14][OH:15]. Reaction SMILES: [Al+3:31].[CH2:1]1[C:2](=[O:17])[NH:3][CH2:4][c:5]2[cH:6][cH:7][cH:8][c:9]3[c:10]4[c:11]([n:12]1[c:13]23)[CH2:14][CH2:15][CH2:16]4.[CH3:25][CH2:26][O:27][CH2:28][CH3:29].[H-:30].[H-:33].[H-:34].[H-:35].[Li+:32].[Na+:18].[Na+:19].[O-:20][S:21]([O-:22])(=[O:23])=[O:24]>>[CH:1]1=[CH:2][NH:3][CH2:4][c:5]2[cH:6][cH:7][cH:8][c:9]3[c:10]4[c:11]([n:12]1[c:13]23)[CH2:14][CH2:15][CH2:16]4. The product is C1=Cn2c3c(c4cccc(c42)CN1)CCC3. Reactants: [Al+3], O=C1Cn2c3c(c4cccc(c42)CN1)CCC3, CCOCC, [H-], [H-], [H-], [H-], [Li+], [Na+], [Na+], O=S(=O)([O-])[O-]. The reactants are C(C)OC(=O)CCCCCCCN1C(=C(C2=CC=CC=C12)C)N1C=NC=C1 (1-(7-ethoxycarbonylheptyl)-2-(1-imidazolyl)-3-methylindole), C(C)O (ethanol), [OH-].[Na+] (sodium hydroxide), Cl (hydrochloric acid). Run in O (water). Run at time 18 hour. Product: C(=O)(O)CCCCCCCN1C(=C(C2=CC=CC=C12)C)N1C=NC=C1 (1-(7-carboxyheptyl)-2-(1-imidazolyl)-3-methylindole). Reaction SMILES: C([O:3][C:4]([CH2:6][CH2:7][CH2:8][CH2:9][CH2:10][CH2:11][CH2:12][N:13]1[C:21]2[C:16](=[CH:17][CH:18]=[CH:19][CH:20]=2)[C:15]([CH3:22])=[C:14]1[N:23]1[CH:27]=[CH:26][N:25]=[CH:24]1)=[O:5])C.C(O)C.[OH-].[Na+].Cl>O>[C:4]([CH2:6][CH2:7][CH2:8][CH2:9][CH2:10][CH2:11][CH2:12][N:13]1[C:21]2[C:16](=[CH:17][CH:18]=[CH:19][CH:20]=2)[C:15]([CH3:22])=[C:14]1[N:23]1[CH:27]=[CH:26][N:25]=[CH:24]1)([OH:5])=[O:3] |f:2.3|. Procedure details: A mixture of 1-(7-ethoxycarbonylheptyl)-2-(1-imidazolyl)-3-methylindole (0.75 g), absolute ethanol (2 ml), and 3N sodium hydroxide (10 ml) is stirred at room temperature for 18 hours. The resulting clear solution is concentrated in vacuo and the residue obtained is diluted with water (40 ml) and acidified to pH 5.9 with 1N hydrochloric acid. The mixture is extracted with ethyl acetate (3×25 ml) and the extract is washed with saturated sodium chloride solution, dried over magnesium sulfate, filte... The reactants are CCOC(=O)/N=N/C(=O)OCC (Diethylazodicarboxylate), FC1=C(C(=CC=C1[N+](=O)[O-])F)O (2,6-difluoro-3-nitrophenol), C(C)(C)(C)OC(N[C@@H](CO)C)=O (((R)-2-hydroxy-1-methyl-ethyl)carbamic acid tert-butyl ester), C1(=CC=CC=C1)P(C1=CC=CC=C1)C1=CC=CC=C1 (triphenylphosphine). The solvent is C1CCOC1 (THF), C1CCOC1 (THF). Reaction conditions: temperature 0 celsius, time 30 minute. Yields the product C(C)(C)(C)OC(N[C@@H](COC1=C(C(=CC=C1F)[N+](=O)[O-])F)C)=O ([(R)-2-(2,6-Difluoro-3-nitrophenoxy)-1-methylethyl]carbamic acid tert-butyl ester). Isolated yield 72.1%. Reaction SMILES: CCOC(/N=N/C(OCC)=O)=O.[F:13][C:14]1[C:19]([N+:20]([O-:22])=[O:21])=[CH:18][CH:17]=[C:16]([F:23])[C:15]=1[OH:24].[C:25]([O:29][C:30](=[O:36])[NH:31][C@H:32]([CH3:35])[CH2:33]O)([CH3:28])([CH3:27])[CH3:26].C1(P(C2C=CC=CC=2)C2C=CC=CC=2)C=CC=CC=1>C1COCC1>[C:25]([O:29][C:30](=[O:36])[NH:31][C@H:32]([CH3:33])[CH2:35][O:24][C:15]1[C:16]([F:23])=[CH:17][CH:18]=[C:19]([N+:20]([O-:22])=[O:21])[C:14]=1[F:13])([CH3:28])([CH3:27])[CH3:26]. Reported procedure: Diethylazodicarboxylate (328 μL, 2.09 mmol) in THF (1 mL) was added slowly to a solution of 2,6-difluoro-3-nitrophenol (243 mg, 1.39 mmol), ((R)-2-hydroxy-1-methyl-ethyl)carbamic acid tert-butyl ester (292 mg, 1.67 mmol) and triphenylphosphine (547 mg, 2.09 mmol) in THF (10 mL) at 0° C. The solution was stirred for 30 min at 0° C., then concentrated in vacuo. The residue was purified by flash chromatography (Si—PPC, gradient 0-30% EtOAc in cyclohexane) to afford the title compound as a pale yell... Starting materials: [BH4-], C1CCOC1, CC(C)(C)O, CCOC(C)=O, CC=CCCc1cc(Cl)nc(N2CCCC2c2cc(-c3ccccn3)no2)n1, [O-][I+3]([O-])([O-])[O-], [Na+], [Na+], O. The product is OCCCc1cc(Cl)nc(N2CCCC2c2cc(-c3ccccn3)no2)n1. As a reaction SMILES: [BH4-:35].[CH2:42]1[O:43][CH2:44][CH2:45][CH2:46]1.[CH3:37][C:38]([OH:39])([CH3:40])[CH3:41].[CH3:48][CH2:49][O:50][C:51](=[O:52])[CH3:53].[Cl:1][c:2]1[n:3][c:4]([N:13]2[CH:14]([c:18]3[cH:19][c:20](-[c:23]4[n:24][cH:25][cH:26][cH:27][cH:28]4)[n:21][o:22]3)[CH2:15][CH2:16][CH2:17]2)[n:5][c:6]([CH2:8][CH2:9][CH:10]=[CH:11][CH3:12])[cH:7]1.[I+3:29]([O-:30])([O-:31])([O-:32])[O-:33].[Na+:34].[Na+:36].[OH2:47]>>[Cl:1][c:2]1[n:3][c:4]([N:13]2[CH:14]([c:18]3[cH:19][c:20](-[c:23]4[n:24][cH:25][cH:26][cH:27][cH:28]4)[n:21][o:22]3)[CH2:15][CH2:16][CH2:17]2)[n:5][c:6]([CH2:8][CH2:9][CH2:10][OH:30])[cH:7]1. Starting materials: CCCCCC(CC)Cc1nc(C)c2c(=O)[nH]c(-c3cc([N+](=O)[O-])ccc3OCC)nn12, C1CCCCC1, CCOC(C)=O, CCO. Yields the product CCCCCC(CC)Cc1nc(C)c2c(=O)[nH]c(-c3cc(N)ccc3OCC)nn12. RXN SMILES: [CH2:1]([CH3:2])[O:3][c:4]1[c:5](-[c:13]2[n:14][n:15]3[c:16]([c:17](=[O:19])[nH:18]2)[c:20]([CH3:32])[n:21][c:22]3[CH2:23][CH:24]([CH2:25][CH2:26][CH2:27][CH2:28][CH3:29])[CH2:30][CH3:31])[cH:6][c:7]([N+:10]([O-:11])=[O:12])[cH:8][cH:9]1.[CH2:33]1[CH2:34][CH2:35][CH2:36][CH2:37][CH2:38]1.[CH3:39][CH2:40][O:41][C:42](=[O:43])[CH3:44].[CH3:45][CH2:46][OH:47]>>[CH2:1]([CH3:2])[O:3][c:4]1[c:5](-[c:13]2[n:14][n:15]3[c:16]([c:17](=[O:19])[nH:18]2)[c:20]([CH3:32])[n:21][c:22]3[CH2:23][CH:24]([CH2:25][CH2:26][CH2:27][CH2:28][CH3:29])[CH2:30][CH3:31])[cH:6][c:7]([NH2:10])[cH:8][cH:9]1.